From a dataset of the Open Reaction Database (ORD), a public repository of structured organic reaction records. describe an organic reaction: reactants, conditions, products, and yield The reactants are Cl (HCl), CCOCC (ether), C1(CCCCC1)C1CCN(CC1)CCC#N (3-(4-cyclohexylpiperidin-1-yl)propionitrile). The solvent is C1CCOC1 (THF), C1CCOC1 (THF). Reaction conditions: time 2 hour. The product is NCCCN1CCC(CC1)C1CCCCC1 (1-(3-Aminopropyl)-4-cyclohexylpiperidine). Isolated yield 88.6%. RXN SMILES: [CH:1]1([CH:7]2[CH2:12][CH2:11][N:10]([CH2:13][CH2:14][C:15]#[N:16])[CH2:9][CH2:8]2)[CH2:6][CH2:5][CH2:4][CH2:3][CH2:2]1.Cl.CCOCC>C1COCC1>[NH2:16][CH2:15][CH2:14][CH2:13][N:10]1[CH2:9][CH2:8][CH:7]([CH:1]2[CH2:6][CH2:5][CH2:4][CH2:3][CH2:2]2)[CH2:12][CH2:11]1. Reported procedure: To a stirred solution of 3-(4-cyclohexylpiperidin-1-yl)propionitrile (5.11 g, 23.3 mmol, 1.0 equiv) in anhydrous THF (15 mL) under argon was added a solution of BH3 in THF (1.0M, 82 mL, 3.5 equiv) at room temperature. The mixture was refluxed for 4.5 hours, then cooled to room temperature and concentrated to a volume of about 30 mL. Aqueous HCl (6N, 55 mL) was added and stirring was continued for 2 hours at 55-60° C. The mixture was basified to pH 9 by addition of 6N aq. NaOH and extracted with ... Starting materials: Cl, Cl, Cl, O=C(O)C(O)C(F)(F)F, NC1CCC(CCN2CCN(c3nccc4c3OCC4)CC2)CC1. Product: O=C(NC1CCC(CCN2CCN(c3nccc4c3OCC4)CC2)CC1)C(O)C(F)(F)F. As a reaction SMILES: [ClH:1].[ClH:2].[ClH:3].[F:28][C:29]([CH:30]([C:31](=[O:32])[OH:33])[OH:34])([F:35])[F:36].[O:4]1[CH2:5][CH2:6][c:7]2[c:8]1[c:9]([N:13]1[CH2:14][CH2:15][N:16]([CH2:19][CH2:20][CH:21]3[CH2:22][CH2:23][CH:24]([NH2:27])[CH2:25][CH2:26]3)[CH2:17][CH2:18]1)[n:10][cH:11][cH:12]2>>[O:4]1[CH2:5][CH2:6][c:7]2[c:8]1[c:9]([N:13]1[CH2:14][CH2:15][N:16]([CH2:19][CH2:20][CH:21]3[CH2:22][CH2:23][CH:24]([NH:27][C:31]([CH:30]([C:29]([F:28])([F:35])[F:36])[OH:34])=[O:32])[CH2:25][CH2:26]3)[CH2:17][CH2:18]1)[n:10][cH:11][cH:12]2. The reactants are O=C([O-])[O-], CCOC(=O)C1(C#N)C(c2ccccc2)C1(C)C, CO, [K+], [K+], O. The product is CC1(C)C(c2ccccc2)C1(C#N)C(=O)O. RXN SMILES: [C:1](=[O:2])([O-:3])[O-:4].[CH2:7]([CH3:8])[O:9][C:10](=[O:11])[C:12]1([C:23]#[N:24])[C:13]([CH3:21])([CH3:22])[CH:14]1[c:15]1[cH:16][cH:17][cH:18][cH:19][cH:20]1.[CH3:26][OH:27].[K+:5].[K+:6].[OH2:25]>>[O:9]=[C:10]([OH:11])[C:12]1([C:23]#[N:24])[C:13]([CH3:21])([CH3:22])[CH:14]1[c:15]1[cH:16][cH:17][cH:18][cH:19][cH:20]1. The reactants are ClC1=CC(=NC=N1)N (6-chloro-pyrimidin-4-ylamine), N1(CCCC1)CCOC1=CC=C(C=C1)N (4-(2-pyrrolidin-1-yl-ethoxy)-phenylamine). Reaction conditions: temperature 150 celsius, time 2 hour. Yields the product N1(CCCC1)CCOC1=CC=C(C=C1)NC1=NC=NC(=C1)N (N-[4-(2-Pyrrolidin-1-yl-ethoxy)-phenyl]-pyrimidine-4,6-diamine). RXN SMILES: Cl[C:2]1[N:7]=[CH:6][N:5]=[C:4]([NH2:8])[CH:3]=1.[N:9]1([CH2:14][CH2:15][O:16][C:17]2[CH:22]=[CH:21][C:20]([NH2:23])=[CH:19][CH:18]=2)[CH2:13][CH2:12][CH2:11][CH2:10]1>>[N:9]1([CH2:14][CH2:15][O:16][C:17]2[CH:18]=[CH:19][C:20]([NH:23][C:2]3[CH:3]=[C:4]([NH2:8])[N:5]=[CH:6][N:7]=3)=[CH:21][CH:22]=2)[CH2:13][CH2:12][CH2:11][CH2:10]1. Procedure details: The title compound is prepared as described in Example 152A but using 6-chloro-pyrimidin-4-ylamine, 4-(2-pyrrolidin-1-yl-ethoxy)-phenylamine (Example 148B), and stirring the reaction mixture for 2 h at 150° C. The reactants are ClC1=C(C=C(C=C1)C(=C)COC1=CC=C(C=C1)OC)Cl (1,2-dichloro-4-{1-[(4-methoxyphenoxy)methyl]ethenyl}benzene), acid, C(O)([O-])=O.[Na+] (sodium hydrogen carbonate). The solvent is C1(=CC=CC=C1)C (toluene). Run at temperature 60 celsius, time 14 hour. Yields the product ClC=1C=C(C=CC1Cl)C1(OC1)COC1=CC=C(C=C1)OC ((2RS)-2-(3,4-dichlorophenyl)-2-[(4-methoxyphenoxy)methyl]oxirane). As a reaction SMILES: [Cl:1][C:2]1[CH:7]=[CH:6][C:5]([C:8]([CH2:10][O:11][C:12]2[CH:17]=[CH:16][C:15]([O:18][CH3:19])=[CH:14][CH:13]=2)=[CH2:9])=[CH:4][C:3]=1[Cl:20].C(=O)([O-])[OH:22].[Na+]>C1(C)C=CC=CC=1>[Cl:20][C:3]1[CH:4]=[C:5]([C:8]2([CH2:10][O:11][C:12]3[CH:13]=[CH:14][C:15]([O:18][CH3:19])=[CH:16][CH:17]=3)[CH2:9][O:22]2)[CH:6]=[CH:7][C:2]=1[Cl:1] |f:1.2|. Reported procedure: To a solution of 1,2-dichloro-4-{1-[(4-methoxyphenoxy)methyl]ethenyl}benzene (15.1 g) in toluene (161 ml) was added methachloroperbenzoic acid (21.6 g), and the mixture was stirred at 60° C. for 14 hr. The reaction mixture was cooled to 0° C., and diluted with saturated aqueous sodium hydrogen carbonate, and the mixture was extracted with ethyl acetate. The obtained extract was washed with brine, and dried over anhydrous magnesium sulfate. The solvent was evaporated under reduced pressure. The o... Reactants: C1CCNC1, CN1CCCC1=O, Fc1ccc(-n2ncnc2-c2cc3c(s2)-c2nc(-c4ccc(F)nc4)ccc2OCC3)c(F)c1. The product is Fc1ccc(-n2ncnc2-c2cc3c(s2)-c2nc(-c4ccc(N5CCCC5)nc4)ccc2OCC3)c(F)c1. Reaction SMILES: [CH2:35]1[CH2:36][CH2:37][NH:38][CH2:39]1.[CH3:40][N:41]1[CH2:42][CH2:43][CH2:44][C:45]1=[O:46].[F:1][c:2]1[c:3](-[n:9]2[n:10][cH:11][n:12][c:13]2-[c:14]2[cH:15][c:16]3[c:22]([s:23]2)-[c:21]2[c:20]([cH:27][cH:26][c:25](-[c:28]4[cH:29][n:30][c:31]([F:34])[cH:32][cH:33]4)[n:24]2)[O:19][CH2:18][CH2:17]3)[cH:4][cH:5][c:6]([F:8])[cH:7]1>>[F:1][c:2]1[c:3](-[n:9]2[n:10][cH:11][n:12][c:13]2-[c:14]2[cH:15][c:16]3[c:22]([s:23]2)-[c:21]2[c:20]([cH:27][cH:26][c:25](-[c:28]4[cH:29][n:30][c:31]([N:38]5[CH2:37][CH2:36][CH2:35][CH2:39]5)[cH:32][cH:33]4)[n:24]2)[O:19][CH2:18][CH2:17]3)[cH:4][cH:5][c:6]([F:8])[cH:7]1. Reactants: NC1=CC=C(C=C1)C1=CC=CC=C1 (4-aminobiphenyl), [OH-].[K+] (potassium hydroxide), IC=1C=C(C(=CC1)C)C (4-iodo-ortho-xylene), cuprous chloride. The reagents and catalysts are N1=CC=CC2=CC=C3C=CC=NC3=C12 (1,10-phenanthroline). The solvent is C1(=CC=CC=C1)C (toluene). Run at temperature 130 celsius, time 3 hour. The product is CC=1C=C(C=CC1C)N(C1=CC=C(C=C1)C1=CC=CC=C1)C1=CC(=C(C=C1)C)C (N,N-bis(3,4-dimethylphenyl)-4-biphenylamine). Yield: 69.9%. RXN SMILES: [NH2:1][C:2]1[CH:7]=[CH:6][C:5]([C:8]2[CH:13]=[CH:12][CH:11]=[CH:10][CH:9]=2)=[CH:4][CH:3]=1.I[C:15]1[CH:16]=[C:17]([CH3:22])[C:18]([CH3:21])=[CH:19][CH:20]=1.[OH-].[K+]>C1(C)C=CC=CC=1.N1C2C(=CC=C3C=2N=CC=C3)C=CC=1>[CH3:22][C:17]1[CH:16]=[C:15]([N:1]([C:15]2[CH:20]=[CH:19][C:18]([CH3:21])=[C:17]([CH3:22])[CH:16]=2)[C:2]2[CH:3]=[CH:4][C:5]([C:8]3[CH:13]=[CH:12][CH:11]=[CH:10][CH:9]=3)=[CH:6][CH:7]=2)[CH:20]=[CH:19][C:18]=1[CH3:21] |f:2.3|. Reported procedure: In a 250 milliliter round-bottomed flask equipped with mechanical stirrer and fitted with a Dean-Stark trap under a reflux condenser were placed 8.46 grams (0.05 mole) of 4-aminobiphenyl, 25.53 grams (0.11 mole) of 4-iodo-ortho-xylene, 0.25 gram (0.0025 mole) of cuprous chloride, 0.45 gram (0.0025 mole) of 1,10-phenanthroline, 22.4 grams (0.4 mole) of flake potassium hydroxide and 30 milliliters of toluene solvent. The reaction was heated quickly to a reflux temperature of 130° C. and maintained...